This data is from the Open Reaction Database (ORD), a public repository of structured organic reaction records. The task is: describe an organic reaction: reactants, conditions, products, and yield Starting materials: C(=CC)[C@@H]1CC[C@H](CC1)[C@@H]1CC[C@H](CC1)C1=CC(=C(C=C1)F)F (1-[trans-4-(trans-4-propenylcyclohexyl)cyclohexyl]-3, 4-difluorobenzene), Cl (hydrochloric acid), C1(=CC=CC=C1)S(=O)[O-].[Na+] (sodium benzenesulfinate), C(O)([O-])=O.[Na+] (sodium hydrogencarbonate). Solvent: C1(=CC=CC=C1)C (toluene). Reaction conditions: time 3 hour. Product: C(=C\C)/[C@@H]1CC[C@H](CC1)[C@@H]1CC[C@H](CC1)C1=CC(=C(C=C1)F)F (1-[trans-4-(trans-4-(1E-propenyl)cyclohexyl]-cyclohexyl]-3,4-difluorbenzene). The yield is 41.6%. As a reaction SMILES: [CH:1]([C@H:4]1[CH2:9][CH2:8][C@H:7]([C@H:10]2[CH2:15][CH2:14][C@H:13]([C:16]3[CH:21]=[CH:20][C:19]([F:22])=[C:18]([F:23])[CH:17]=3)[CH2:12][CH2:11]2)[CH2:6][CH2:5]1)=[CH:2][CH3:3].Cl.C1(S([O-])=O)C=CC=CC=1.[Na+].C(=O)([O-])O.[Na+]>C1(C)C=CC=CC=1>[CH:1](/[C@H:4]1[CH2:9][CH2:8][C@H:7]([C@H:10]2[CH2:11][CH2:12][C@H:13]([C:16]3[CH:21]=[CH:20][C:19]([F:22])=[C:18]([F:23])[CH:17]=3)[CH2:14][CH2:15]2)[CH2:6][CH2:5]1)=[CH:2]\[CH3:3] |f:2.3,4.5|. Procedure: A mixture of 0.303 g of the obtained 1-[trans-4-(trans-4-propenylcyclohexyl)cyclohexyl]-3, 4-difluorobenzene, 5 ml of toluene, 0.31 ml of 3N hydrochloric acid and 45 mg of sodium benzenesulfinate was stirred at 60°-65° C. for 3 hours. Subsequently, the reaction mixture was cooled to room temperature, poured on to 20 ml of 10% sodium hydrogencarbonate solution, and extracted with diethyl ether. The organic phases were washed with water, dried over sodium sulfate, and concentrated. Chromatographic... The reactants are C(C)(C)(C)NS(=O)(=O)C1=CC=C(C=C1)B(O)O (4-t-butylaminosulfonylbenzene boronic acid). Solvent: C(=O)(C(F)(F)F)O (TFA), CCOCC (ether). Product: NS(=O)(=O)C1=CC=C(C=C1)B(O)O (4-Aminosulfonylbenzene boronic acid). Reaction SMILES: C([NH:5][S:6]([C:9]1[CH:14]=[CH:13][C:12]([B:15]([OH:17])[OH:16])=[CH:11][CH:10]=1)(=[O:8])=[O:7])(C)(C)C>C(O)(C(F)(F)F)=O.CCOCC>[NH2:5][S:6]([C:9]1[CH:10]=[CH:11][C:12]([B:15]([OH:17])[OH:16])=[CH:13][CH:14]=1)(=[O:8])=[O:7]. Procedure details: A solution of 4-t-butylaminosulfonylbenzene boronic acid (500 mg) in TFA (5 mL) was stirred at r.t. for 15 h. The mixture was diluted with ether and the solid material was filtered to provide the title compound.